This data is from the Open Reaction Database (ORD), a public repository of structured organic reaction records. The task is: describe an organic reaction: reactants, conditions, products, and yield Reaction SMILES: [CH3:1][I:2].[CH3:3][C:4]1[CH:9]=[CH:8][C:7]([OH:10])=[C:6]([CH:11]([C:19]2[CH:24]=[CH:23][CH:22]=[CH:21][CH:20]=2)[CH2:12][CH2:13][N:14]2[CH2:18][CH2:17][CH2:16][CH2:15]2)[CH:5]=1>CC(C)=O>[I-:2].[OH:10][C:7]1[CH:8]=[CH:9][C:4]([CH3:3])=[CH:5][C:6]=1[CH:11]([C:19]1[CH:24]=[CH:23][CH:22]=[CH:21][CH:20]=1)[CH2:12][CH2:13][N+:14]1([CH3:1])[CH2:15][CH2:16][CH2:17][CH2:18]1 |f:3.4|. Solvent: CC(=O)C (acetone). The product is [I-].OC1=C(C=C(C=C1)C)C(CC[N+]1(CCCC1)C)C1=CC=CC=C1 (1-[3-(2-Hydroxy-5-methylphenyl)-3-phenylpropyl]-1-methylpyrrolidinium iodide). Run at time 8 hour. Reported procedure: Methyl iodide (10 equivalents) was added to a solution of the free base 4-methyl-2-(1-phenyl-3-pyrrolidin-1-ylpropyl)phenol of Example 30 (0.3 g, 1.02 mmol) in acetone (4 mL). The reaction mixture is stirred overnight at room temperature. The solution is concentrated to initiate the precipitation of the resulting quaternary ammonium salt. The white precipitate is filtered, washed with diethyl ether and dried under vacuum to give a quaternized salt. Starting materials: CI (Methyl iodide), CC1=CC(=C(C=C1)O)C(CCN1CCCC1)C1=CC=CC=C1 (4-methyl-2-(1-phenyl-3-pyrrolidin-1-ylpropyl)phenol). The reactants are Cc1oc(-c2ccccc2)cc1C(O)C1CCOCC1, Cc1ccccc1, O=S(Cl)Cl. The product is Cc1oc(-c2ccccc2)cc1C(Cl)C1CCOCC1. Reaction SMILES: [CH3:1][c:2]1[o:3][c:4](-[c:15]2[cH:16][cH:17][cH:18][cH:19][cH:20]2)[cH:5][c:6]1[CH:7]([OH:8])[CH:9]1[CH2:10][CH2:11][O:12][CH2:13][CH2:14]1.[CH3:25][c:26]1[cH:27][cH:28][cH:29][cH:30][cH:31]1.[S:21]([Cl:22])([Cl:23])=[O:24]>>[CH3:1][c:2]1[o:3][c:4](-[c:15]2[cH:16][cH:17][cH:18][cH:19][cH:20]2)[cH:5][c:6]1[CH:7]([CH:9]1[CH2:10][CH2:11][O:12][CH2:13][CH2:14]1)[Cl:23]. The reactants are C1(CC1)NC(NC1=CC(=C(C=C1)C=1N=C(C2=C(N1)CN(C2)C(=O)OC(C)(C)C)N2CCOCC2)F)=O (tert-Butyl 2-(4-(3-cyclopropylureido)-2-fluorophenyl)-4-morpholino-5H-pyrrolo[3,4-d]pyrimidine-6(7H)-carboxylate), C1(CC1)NC(=O)NC1=CC(=C(C=C1)B1OC(C(O1)(C)C)(C)C)F (1-cyclopropyl-3-(3-fluoro-4-(4,4,5,5-tetramethyl-1,3,2-dioxaborolan-2-yl)phenyl)urea), C1(CC1)NC(=O)NC1=CC(=C(C=C1)B1OC(C(O1)(C)C)(C)C)F (1-cyclopropyl-3-(3-fluoro-4-(4,4,5,5-tetramethyl-1,3,2-dioxaborolan-2-yl)phenyl)urea), ClC=1N=C(C2=C(N1)CN(C2)C(=O)OC)N2[C@H](COCC2)C ((S)-methyl 2-chloro-4-(3-methylmorpholino)-5H-pyrrolo[3,4-d]pyrimidine-6(7H)-carboxylate), ClC=1N=C(C2=C(N1)CN(C2)C(=O)OC)N2[C@H](COCC2)C ((S)-methyl 2-chloro-4-(3-methylmorpholino)-5H-pyrrolo[3,4-d]pyrimidine-6(7H)-carboxylate). Product: C1(CC1)NC(NC1=CC(=C(C=C1)C=1N=C(C2=C(N1)CN(C2)C(=O)OC)N2[C@H](COCC2)C)F)=O ((S)-methyl 2-(4-(3-cyclopropylureido)-2-fluorophenyl)-4-(3-methylmorpholino)-5H-pyrrolo[3,4-d]pyrimidine-6(7H)-carboxylate). Reported procedure: Method as described for tert-Butyl 2-(4-(3-(cyclopropylureido)-2-fluorophenyl)-4-morpholino-5H-pyrrolo[3,4-d]pyrimidine-6(7H)-carboxylate (example 143) using (S)-methyl 2-chloro-4-(3-methylmorpholino)-5H-pyrrolo[3,4-d]pyrimidine-6(7H)-carboxylate (intermediate 26) (193 mg, 0.5 mmol) and 1-cyclopropyl-3-(3-fluoro-4-(4,4,5,5-tetramethyl-1,3,2-dioxaborolan-2-yl)phenyl)urea (intermediate 29) (182 mg, 0.57 mmol) as starting materials. Reaction mixture was partitioned between EtOAc (50 ml) and water (... As a reaction SMILES: [CH:1]1([NH:4][C:5](=[O:36])[NH:6][C:7]2[CH:12]=[CH:11][C:10]([C:13]3[N:14]=[C:15]([N:29]4[CH2:34][CH2:33][O:32][CH2:31][CH2:30]4)[C:16]4[CH2:21][N:20]([C:22]([O:24][C:25](C)(C)C)=[O:23])[CH2:19][C:17]=4[N:18]=3)=[C:9]([F:35])[CH:8]=2)[CH2:3][CH2:2]1.Cl[C:38]1N=C(N2CCOC[C@@H]2C)C2CN(C(OC)=O)CC=2N=1.C1(NC(NC2C=CC(B3OC(C)(C)C(C)(C)O3)=C(F)C=2)=O)CC1>>[CH:1]1([NH:4][C:5](=[O:36])[NH:6][C:7]2[CH:12]=[CH:11][C:10]([C:13]3[N:14]=[C:15]([N:29]4[CH2:30][CH2:31][O:32][CH2:33][C@@H:34]4[CH3:38])[C:16]4[CH2:21][N:20]([C:22]([O:24][CH3:25])=[O:23])[CH2:19][C:17]=4[N:18]=3)=[C:9]([F:35])[CH:8]=2)[CH2:2][CH2:3]1. Isolated yield 10.0%. The reactants are O=C([O-])[O-], CI, CN(C)C=O, CCOC(C)=O, CCOCC, [Cs+], [Cs+], NC(=O)c1c(O)cccc1O. Yields the product COc1cccc(O)c1C(N)=O. Reaction SMILES: [C:12](=[O:13])([O-:14])[O-:15].[CH3:18][I:19].[CH3:20][N:21]([CH3:22])[CH:23]=[O:24].[CH3:25][CH2:26][O:27][C:28](=[O:29])[CH3:30].[CH3:31][CH2:32][O:33][CH2:34][CH3:35].[Cs+:16].[Cs+:17].[OH:1][c:2]1[c:3]([C:4](=[O:5])[NH2:6])[c:7]([OH:11])[cH:8][cH:9][cH:10]1>>[OH:1][c:2]1[c:3]([C:4](=[O:5])[NH2:6])[c:7]([O:11][CH3:12])[cH:8][cH:9][cH:10]1.